This data is from the Open Reaction Database (ORD), a public repository of structured organic reaction records. The task is: describe an organic reaction: reactants, conditions, products, and yield Starting materials: OC(C)(C)C(C)(C)O (pinacol), CC1(OB(OC1(C)C)C1=CC=C(C=C1)C1=CN=C(N1)[C@H]1N(CCC1)C(=O)OC(C)(C)C)C ((S)-tert-butyl 2-(5-(4-(4,4,5,5-tetramethyl-1,3,2-dioxaborolan-2-yl)phenyl)-1H-imidazol-2-yl)pyrrolidine-1-carboxylate), OC(C)(C)C(C)(C)O (pinacol). The product is C(C)O.CCCCCCC (ethanol heptane). As a reaction SMILES: [OH:1][C:2](C(O)(C)C)(C)[CH3:3].CC1(C)C(C)(C)OB([C:17]2[CH:22]=[CH:21][C:20]([C:23]3NC([C@@H]4CCCN4C(OC(C)(C)C)=O)=NC=3)=[CH:19][CH:18]=2)O1>>[CH2:2]([OH:1])[CH3:3].[CH3:21][CH2:22][CH2:17][CH2:18][CH2:19][CH2:20][CH3:23] |f:2.3|. Procedure details: Pd(Ph3P)4 (469 mg, 0.406 mmol) was added to a pressure tube containing a mixture of bromide (28) (4.008 g, 10.22 mmol), bis(pinacolato)diboron (5.422 g, 21.35 mmol), potassium acetate (2.573 g, 26.21 mmol) and 1,4-dioxane (80 mL). The reaction flask was purged with nitrogen, capped and heated with an oil bath at 80° C. for 16.5 hours. The reaction mixture was filtered and the filtrate was concentrated in vacuo. The crude material was partitioned carefully between CH2Cl2 (150 mL) and an aqueous m...